Dataset: the Open Reaction Database (ORD), a public repository of structured organic reaction records. Task: describe an organic reaction: reactants, conditions, products, and yield RXN SMILES: [CH:1]1([CH2:4][O:5][C:6]2[CH:7]=[C:8]([C:16](=O)[C:17]([CH3:23])([CH3:22])[C:18](OC)=[O:19])[CH:9]=[CH:10][C:11]=2[O:12][CH:13]([F:15])[F:14])[CH2:3][CH2:2]1.O.[NH2:26][NH2:27]>>[CH:1]1([CH2:4][O:5][C:6]2[CH:7]=[C:8]([C:16]3[C:17]([CH3:23])([CH3:22])[C:18](=[O:19])[NH:26][N:27]=3)[CH:9]=[CH:10][C:11]=2[O:12][CH:13]([F:15])[F:14])[CH2:3][CH2:2]1 |f:1.2|. Procedure: Prepared analogously as described for example C1 using methyl 3-[3-(cyclopropylmethoxy)-4-(difluoromethoxy)phenyl]-2,2-dimethyl-3-oxopropanoate (compound D3) and hydrazine hydrate as starting compounds. The reactants are C1(CC1)COC=1C=C(C=CC1OC(F)F)C(C(C(=O)OC)(C)C)=O (methyl 3-[3-(cyclopropylmethoxy)-4-(difluoromethoxy)phenyl]-2,2-dimethyl-3-oxopropanoate), C1(CC1)COC=1C=C(C=CC1OC(F)F)C(C(C(=O)OC)(C)C)=O (methyl 3-[3-(cyclopropylmethoxy)-4-(difluoromethoxy)phenyl]-2,2-dimethyl-3-oxopropanoate), O.NN (hydrazine hydrate). The product is C1(CC1)COC=1C=C(C=CC1OC(F)F)C=1C(C(NN1)=O)(C)C (5-[3-(cyclopropylmethoxy)-4-(difluoromethoxy)phenyl]-4,4-dimethyl-2,4-dihydro-3H-pyrazol-3-one). The reactants are CC(=O)O[BH-](OC(C)=O)OC(C)=O, CC(=O)O, ClCCCl, CCc1c(N)cc(Cl)cc1C(=O)OC, [Na+], [Na+], O=C([O-])O, O=C1CCOCC1, O. Yields the product CCc1c(NC2CCOCC2)cc(Cl)cc1C(=O)OC. RXN SMILES: [C:26]([O:27][BH-:28]([O:29][C:30](=[O:31])[CH3:32])[O:33][C:34](=[O:35])[CH3:36])(=[O:37])[CH3:38].[CH3:22][C:23](=[O:24])[OH:25].[Cl:45][CH2:46][CH2:47][Cl:48].[NH2:1][c:2]1[c:3]([CH2:13][CH3:14])[c:4]([C:5](=[O:6])[O:7][CH3:8])[cH:9][c:10]([Cl:12])[cH:11]1.[Na+:39].[Na+:44].[O-:40][C:41]([OH:42])=[O:43].[O:15]1[CH2:16][CH2:17][C:18](=[O:21])[CH2:19][CH2:20]1.[OH2:49]>>[NH:1]([c:2]1[c:3]([CH2:13][CH3:14])[c:4]([C:5](=[O:6])[O:7][CH3:8])[cH:9][c:10]([Cl:12])[cH:11]1)[CH:18]1[CH2:17][CH2:16][O:15][CH2:20][CH2:19]1. RXN SMILES: COC[O:4][C:5]1[CH:13]=[CH:12][C:8]2[O:9][CH2:10][O:11][C:7]=2[CH:6]=1.[Li]CCCC.[Cl:19]C(Cl)(Cl)C(Cl)(Cl)Cl.Cl>C1COCC1.CCCCCC.O.CO.C(Cl)Cl.CCCCCC>[Cl:19][C:6]1[C:7]2[O:11][CH2:10][O:9][C:8]=2[CH:12]=[CH:13][C:5]=1[OH:4] |f:8.9|. The solvent is C1CCOC1 (THF), C1CCOC1 (THF), CO (methanol), C(Cl)Cl.CCCCCC (CH2Cl2 Hexane), CCCCCC (hexane), O (water). Conditions: time 30 minute. Procedure details: To a cooled (−78° C.) solution of 5-methoxymethoxy-benzo[1,3]dioxole (5.0 g, 27.35 mmol) in THF (25 mL) was slowly added 2.5 M solution of n-BuLi in hexane and stirred at nitrogen atmosphere. After 30 minutes, a solution of hexachloroethane (12.95 g, 54.7 mmol) in THF (25 mL) was added and then resulting mixture was allowed to warm to room temperature and stirred for 7 h. The reaction was diluted with water (50 mL) and extracted with ethyl acetate (2×50 mL). The organic layer was dried (Na2SO4) ... The reactants are ClC(C(Cl)(Cl)Cl)(Cl)Cl (hexachloroethane), Cl (HCl), COCOC1=CC2=C(OCO2)C=C1 (5-methoxymethoxy-benzo[1,3]dioxole), solution, [Li]CCCC (n-BuLi). Isolated yield 53.0%. Product: ClC1=C(C=CC=2OCOC21)O (4-chloro-benzo[1,3]dioxol-5-ol). The reactants are C(C)(=O)OCC (ethyl acetate), FC=1C=C(C(=O)Cl)C=C(C1F)F (3,4,5-trifluorobenzoyl chloride), C1(CCCCC1)CN (cyclohexylmethylamine). The solvent is C(C)N(CC)CC (triethylamine). Reaction conditions: time 3 hour. Yields the product C1(CCCCC1)CNC(C1=CC(=C(C(=C1)F)F)F)=O (N-cyclohexylmethyl-3,4,5-trifluorobenzamide). Isolated yield 100.4%. RXN SMILES: C(OCC)(=O)C.[F:7][C:8]1[CH:9]=[C:10]([CH:14]=[C:15]([F:18])[C:16]=1[F:17])[C:11](Cl)=[O:12].[CH:19]1([CH2:25][NH2:26])[CH2:24][CH2:23][CH2:22][CH2:21][CH2:20]1>C(N(CC)CC)C>[CH:19]1([CH2:25][NH:26][C:11](=[O:12])[C:10]2[CH:9]=[C:8]([F:7])[C:16]([F:17])=[C:15]([F:18])[CH:14]=2)[CH2:24][CH2:23][CH2:22][CH2:21][CH2:20]1. Procedure details: To 10 ml of ethyl acetate were added 0.50 g of 3,4,5-trifluorobenzoyl chloride, 0.32 g of cyclohexylmethylamine and 0.50 g of triethylamine and the mixture obtained was stirred at room temperature for 3 hours. The reaction mixture was filtered through Celite. The filtrate was concentrated under reduced pressure. Crystals obtained were washed with a mixture of hexane and MTBE to obtain 0.70 g of N-cyclohexylmethyl-3,4,5-trifluorobenzamide. N-cyclohexylmethyl-3,4,5-trifluorobenzamide: